Task: describe an organic reaction: reactants, conditions, products, and yield. Dataset: the Open Reaction Database (ORD), a public repository of structured organic reaction records Reactants: ClC1=NC2=CC(=C(C=C2N=C1CCCCl)Cl)Cl (2,6,7-trichloro-3-(3-chloropropyl)quinoxaline), [SH-].[Na+] (sodium hydrosulfide), C([O-])([O-])=O.[K+].[K+] (potassium carbonate). Run in CN(C)C=O (DMF). Run at time 4 day. Product: ClC=1C=C2N=C3CCCSC3=NC2=CC1Cl (6,7-dichloro-3,4-dihydro-2H-1-thia-9,10-diaza-anthracene). The yield is 100.0%. RXN SMILES: Cl[C:2]1[C:11]([CH2:12][CH2:13][CH2:14]Cl)=[N:10][C:9]2[C:4](=[CH:5][C:6]([Cl:17])=[C:7]([Cl:16])[CH:8]=2)[N:3]=1.[SH-:18].[Na+].C(=O)([O-])[O-].[K+].[K+]>CN(C=O)C>[Cl:16][C:7]1[CH:8]=[C:9]2[C:4](=[CH:5][C:6]=1[Cl:17])[N:3]=[C:2]1[C:11]([CH2:12][CH2:13][CH2:14][S:18]1)=[N:10]2 |f:1.2,3.4.5|. Procedure details: To a solution of 2,6,7-trichloro-3-(3-chloropropyl)quinoxaline (0.15 g, 0.48 mmol) in dry DMF (50 ml) were added sodium hydrosulfide (0.11 g, 1.44 mmol) and potassium carbonate (0.20 g, 1.45 mmol). The reaction mixture was stirred for 4 days at room temperature. The solvent was evaporated in vacuo, followed by the addition of water. The resulting mixture was extracted with dichloromethane (3×). The combined organic layers were dried over anhydrous sodium sulfate, filtered and evaporated in vacuo...